Dataset: the Open Reaction Database (ORD), a public repository of structured organic reaction records. Task: describe an organic reaction: reactants, conditions, products, and yield Starting materials: C1(CCCCC1)C1=CC=C2CCC(=CC2=C1)C(=O)N (7-Cyclohexyl-3,4-dihydronaphthalene-2-carboxamide), NC1=C(CP(OCC)(OCC)=O)C=CC=C1 (diethyl 2-aminobenzylphosphonate). Yields the product C1(CCCCC1)C1=CC=C2CCC(=CC2=C1)C(=O)NC1=C(C=CC=C1)CP(=O)(OCC)OCC (7-cyclohexyl-N-(2-diethoxyphosphorylmethylphenyl)-3,4-dihydronaphthalene-2-carboxamide). Isolated yield 53.0%. RXN SMILES: [CH:1]1([C:7]2[CH:16]=[C:15]3[C:10]([CH2:11][CH2:12][C:13]([C:17]([NH2:19])=[O:18])=[CH:14]3)=[CH:9][CH:8]=2)[CH2:6][CH2:5][CH2:4][CH2:3][CH2:2]1.N[C:21]1[CH:35]=[CH:34][CH:33]=[CH:32][C:22]=1[CH2:23][P:24](=[O:31])([O:28][CH2:29][CH3:30])[O:25][CH2:26][CH3:27]>>[CH:1]1([C:7]2[CH:16]=[C:15]3[C:10]([CH2:11][CH2:12][C:13]([C:17]([NH:19][C:21]4[CH:35]=[CH:34][CH:33]=[CH:32][C:22]=4[CH2:23][P:24]([O:25][CH2:26][CH3:27])([O:28][CH2:29][CH3:30])=[O:31])=[O:18])=[CH:14]3)=[CH:9][CH:8]=2)[CH2:2][CH2:3][CH2:4][CH2:5][CH2:6]1. Reported procedure: 7-Cyclohexyl-3,4-dihydronaphthalene-2-carboxamide and diethyl 2-aminobenzylphosphonate were reacted in the same manner as in Example 3 to yield 7-cyclohexyl-N-(2-diethoxyphosphorylmethylphenyl)-3,4-dihydronaphthalene-2-carboxamide (53%), which was then recrystallized from ethanol-water to yield colorless crystals having a melting point of 102°-103° C. Reactants: C(C)S(=O)(=O)C1=C(C=C(C=C1)[N+](=O)[O-])[C@@H]1N(CC[C@H]1C(=O)OCC)C(=O)OC(C)(C)C (trans-1-tert-Butyl 3-ethyl 2-(2-(ethylsulfonyl)-5-nitrophenyl)pyrrolidine-1,3-dicarboxylate), [H][H] (hydrogen). Reagents/catalysts: [Pd] (Pd/C). Solvent: CO (methanol), C1CCOC1 (THF). Product: NC=1C=CC(=C(C1)[C@@H]1N(CC[C@H]1C(=O)OCC)C(=O)OC(C)(C)C)S(=O)(=O)CC (trans-1-tert-Butyl 3-ethyl 2-(5-amino-2-(ethylsulfonyl)phenyl)pyrrolidine-1,3-dicarboxylate). Isolated yield 102.2%. As a reaction SMILES: [CH2:1]([S:3]([C:6]1[CH:11]=[CH:10][C:9]([N+:12]([O-])=O)=[CH:8][C:7]=1[C@H:15]1[C@H:19]([C:20]([O:22][CH2:23][CH3:24])=[O:21])[CH2:18][CH2:17][N:16]1[C:25]([O:27][C:28]([CH3:31])([CH3:30])[CH3:29])=[O:26])(=[O:5])=[O:4])[CH3:2].[H][H]>CO.C1COCC1.[Pd]>[NH2:12][C:9]1[CH:10]=[CH:11][C:6]([S:3]([CH2:1][CH3:2])(=[O:5])=[O:4])=[C:7]([C@H:15]2[C@H:19]([C:20]([O:22][CH2:23][CH3:24])=[O:21])[CH2:18][CH2:17][N:16]2[C:25]([O:27][C:28]([CH3:30])([CH3:31])[CH3:29])=[O:26])[CH:8]=1. Procedure: To 35E (2.2 g) in methanol (50 mL) and THF (30 mL) was added 10% Pd/C (700 mg). The mixture was hydrogenated with a hydrogen balloon for 6.0 h. The Pd/C was removed by filtration and the filtrate was concentrated to afford 35G (2.1 g, 95% yield). 1H NMR (500 MHz, DMSO-d6, 100° C.) δ ppm 1.13 (t, J=7.42 Hz, 3H) 1.16-1.23 (t, J=7.42 Hz, 3H) 1.31 (s, 9H) 1.93-2.01 (m, 1H) 2.17 (m, 1 H) 2.78 (br s, 1H) 3.14 (br s, 2H) 3.38-3.47 (m, 1H) 3.66 (t, J=8.52 Hz, 1H) 4.10 (q, J=7.42 Hz, 2H) 5.60 (s, 1H) 5.8... Starting materials: [OH-].[Na+] (sodium hydroxide), C(=O)(OCC)CNC=1C=C(C=CC1OCC(NCCCCCCCCCCCC)=O)O (3-carboethoxymethylamino-4-dodecylcarbamoylmethoxyphenol), Cl (hydrochloric acid). The solvent is O (water), CO (methanol). Run at time 10 minute. The product is C(=O)(O)CNC=1C=C(C=CC1OCC(NCCCCCCCCCCCC)=O)O (3-carboxymethylamino-4-n-dodecylcarbamoylmethoxyphenol). Reaction SMILES: [C:1]([CH2:6][NH:7][C:8]1[CH:9]=[C:10]([OH:31])[CH:11]=[CH:12][C:13]=1[O:14][CH2:15][C:16](=[O:30])[NH:17][CH2:18][CH2:19][CH2:20][CH2:21][CH2:22][CH2:23][CH2:24][CH2:25][CH2:26][CH2:27][CH2:28][CH3:29])([O:3]CC)=[O:2].[OH-].[Na+].Cl>CO.O>[C:1]([CH2:6][NH:7][C:8]1[CH:9]=[C:10]([OH:31])[CH:11]=[CH:12][C:13]=1[O:14][CH2:15][C:16](=[O:30])[NH:17][CH2:18][CH2:19][CH2:20][CH2:21][CH2:22][CH2:23][CH2:24][CH2:25][CH2:26][CH2:27][CH2:28][CH3:29])([OH:3])=[O:2] |f:1.2|. Reported procedure: To a suspension of 40 g of 3-carboethoxymethylamino-4-dodecylcarbamoylmethoxyphenol in 500 ml of methanol was added over 20 minutes a solution of 12 g of sodium hydroxide in 100 ml of water kept at below 20° C., and the mixture was stirred for 10 minutes to obtain a perfect solution. The resulting solution was poured into 2 liters of a 5% hydrochloric acid solution, whereupon pale green crystals were separated. The crystals were recrystallized from a water-methanol mixture to obtain the title co... The reactants are C(C1=CC=CC=C1)OC=1C=C2C(C(C(OC2=CC1)(C)C)OC(C)=O)N(S(=O)(=O)C)C (N-(6-benzyloxy-3-acetoxy-2,2-dimethylchroman-4-yl)-N-methyl-methanesulfonamide), C1CCC2=NCCCN2CC1 (DBU). Solvent: C1(=CC=CC=C1)C (toluene), CC(OCC)=O (EA). Product: C(C1=CC=CC=C1)OC=1C=C2C(=CC(OC2=CC1)(C)C)N(S(=O)(=O)C)C (N-(6-benzyloxy-2,2-dimethyl-2H-chromen-4-yl)-N-methyl-methanesulfonamide). Isolated yield 99.0%. RXN SMILES: [CH2:1]([O:8][C:9]1[CH:10]=[C:11]2[C:16](=[CH:17][CH:18]=1)[O:15][C:14]([CH3:20])([CH3:19])[CH:13](OC(=O)C)[CH:12]2[N:25]([CH3:30])[S:26]([CH3:29])(=[O:28])=[O:27])[C:2]1[CH:7]=[CH:6][CH:5]=[CH:4][CH:3]=1.C1CCN2C(=NCCC2)CC1>C1(C)C=CC=CC=1.CC(=O)OCC>[CH2:1]([O:8][C:9]1[CH:10]=[C:11]2[C:16](=[CH:17][CH:18]=1)[O:15][C:14]([CH3:20])([CH3:19])[CH:13]=[C:12]2[N:25]([CH3:30])[S:26]([CH3:29])(=[O:27])=[O:28])[C:2]1[CH:3]=[CH:4][CH:5]=[CH:6][CH:7]=1. Reported procedure: A solution of 1.0 g (2.3 mmol) of N-(6-benzyloxy-3-acetoxy-2,2-dimethylchroman-4-yl)-N-methyl-methanesulfonamide (Example 2) and 2.1 g (13.8 mmol) of DBU in 4.2 ml of toluene was heated at 105° C. for 5 h. The reaction mixture was diluted with EA and washed with hydrochloric acid until the aqueous phase gave an acidic reaction. The mixture was washed with sodium bicarbonate solution, dried over magnesium sulfate and concentrated i. vac., giving 0.85 g of N-(6-benzyloxy-2,2-dimethyl-2H-chromen-4-... Reactants: CS(=O)(=O)N1CCNCC1 (1-(methylsulfonyl)piperazine), FC1=CC(=CC(=C1)[N+](=O)[O-])I (1-fluoro-3-iodo-5-nitrobenzene). Run in CS(=O)C (dimethylsulfoxide), C(C)(=O)OCC (ethyl acetate). Conditions: temperature 130 celsius. The product is IC=1C=C(C=C(C1)[N+](=O)[O-])N1CCN(CC1)S(=O)(=O)C (1-(3-iodo-5-nitrophenyl)-4-(methylsulfonyl)piperazine). RXN SMILES: [CH3:1][S:2]([N:5]1[CH2:10][CH2:9][NH:8][CH2:7][CH2:6]1)(=[O:4])=[O:3].F[C:12]1[CH:17]=[C:16]([N+:18]([O-:20])=[O:19])[CH:15]=[C:14]([I:21])[CH:13]=1>CS(C)=O.C(OCC)(=O)C>[I:21][C:14]1[CH:13]=[C:12]([N:8]2[CH2:9][CH2:10][N:5]([S:2]([CH3:1])(=[O:4])=[O:3])[CH2:6][CH2:7]2)[CH:17]=[C:16]([N+:18]([O-:20])=[O:19])[CH:15]=1. Reported procedure: 1-(methylsulfonyl)piperazine (627 mg, 3.82 mmol) was added to a solution of 1-fluoro-3-iodo-5-nitrobenzene (510 mg, 1.91 mmol) in dimethylsulfoxide (2 mL). The reaction was heated to 130° C. for 60 minutes in the microwave reaction, then allowed to cool to room temperature. The reaction mixture was diluted with ethyl acetate (30 mL) and washed with 1:1 water:brine (3×30 mL). The organic extracts were dried over sodium sulfate, filtered, and concentrated in vacuo. The residue was purified by sili...